The task is: describe an organic reaction: reactants, conditions, products, and yield. This data is from the Open Reaction Database (ORD), a public repository of structured organic reaction records. Reported procedure: 2,3-Difluorohydroquinone monobenzyl ether (prepared from 2,3-difluorophenol by the Elbs reaction, benzylation of the sulfate obtained as an intermediate, and acid cleavage of the sulfate) is reacted with DEAD/PPh3 and optically active ethyl lactate. The protecting group is subsequently removed hydrogenolytically. At 0° C., 0.01 mol of the compound obtained in this way and 0.01 mol of 4'-heptyloxybiphenyl-4-carboxylic acid are reacted dropwise with 0.01 mol of DCC dissolved in methylene chloride,... As a reaction SMILES: FC1(C2C(COC[C:20]3[C:25]([C:26]4(F)[C:32](F)=[C:31](O)[CH:30]=[CH:29][CH:27]4O)=[CH:24][CH:23]=[CH:22][CH:21]=3)=CC=CC=2)C(F)=C(O)C=CC1O.F[C:37]1[C:42](F)=[CH:41][CH:40]=[CH:39][C:38]=1[OH:44].S([O-])([O-])(=O)=O.CC[O:52][C:53](/N=N/C(OCC)=O)=[O:54].[CH:62]1C=CC(P(C2C=CC=CC=2)C2C=CC=CC=2)=CC=1.C(OCC)(=O)C(C)O>>[CH2:38]([O:44][C:30]1[CH:29]=[CH:27][C:26]([C:25]2[CH:20]=[CH:21][C:22]([C:53]([OH:54])=[O:52])=[CH:23][CH:24]=2)=[CH:32][CH:31]=1)[CH2:39][CH2:40][CH2:41][CH2:42][CH2:37][CH3:62] |f:3.4|. The product is compound, C(CCCCCC)OC1=CC=C(C=C1)C1=CC=C(C=C1)C(=O)O (4'-heptyloxybiphenyl-4-carboxylic acid). Starting materials: FC1(C(O)C=CC(=C1F)O)C1=CC=CC=C1COCC1=CC=CC=C1C1(C(O)C=CC(=C1F)O)F (2,3-Difluorohydroquinone monobenzyl ether), FC1=C(C=CC=C1F)O (2,3-difluorophenol), S(=O)(=O)([O-])[O-] (sulfate), S(=O)(=O)([O-])[O-] (sulfate), CCOC(=O)/N=N/C(=O)OCC.C1=CC=C(C=C1)P(C2=CC=CC=C2)C3=CC=CC=C3 (DEAD PPh3), C(C(O)C)(=O)OCC (ethyl lactate). The product is BrCCCCCCCCCCCCO (12-bromododecan-1-ol). Solvent: C1CCCCC1 (cyclohexane). Starting materials: C(CCCCCCCCC(CC)O)O (1,10-Dodecanediol), Br (hydrobromic acid). Reported procedure: 1,10-Dodecanediol (2 g) was dissolved in 25 ml of cyclohexane, and 57% hydrobromic acid solution (25 ml) was added to this solution. The reaction mixture was refluxed for six hours while stirring. After the reaction, the mixture was extracted three times with diethyl ether. The organic layer was neutralized with saturated sodium hydrogen carbonate solution, washed with saline solution, dried over magnesium sulfate, and filtered, and the solvent was distilled off under reduced pressure. Purificat... The yield is 73.0%. RXN SMILES: [CH2:1]([OH:14])[CH2:2][CH2:3][CH2:4][CH2:5][CH2:6][CH2:7][CH2:8][CH2:9][CH:10](O)[CH2:11][CH3:12].[BrH:15]>C1CCCCC1>[Br:15][CH2:12][CH2:11][CH2:10][CH2:9][CH2:8][CH2:7][CH2:6][CH2:5][CH2:4][CH2:3][CH2:2][CH2:1][OH:14]. The reactants are CCCN(C)C(=O)c1cc(C(=O)OC)cc(N2CCCC2=O)c1, CO, [Na+], [OH-], O. The product is CCCN(C)C(=O)c1cc(C(=O)O)cc(N2CCCC2=O)c1. Reaction SMILES: [CH3:1][O:2][C:3]([c:4]1[cH:5][c:6]([C:7](=[O:8])[N:9]([CH2:10][CH2:11][CH3:12])[CH3:13])[cH:14][c:15]([N:17]2[C:18](=[O:22])[CH2:19][CH2:20][CH2:21]2)[cH:16]1)=[O:23].[CH3:26][OH:27].[Na+:25].[OH-:24].[OH2:28]>>[O:2]=[C:3]([c:4]1[cH:5][c:6]([C:7](=[O:8])[N:9]([CH2:10][CH2:11][CH3:12])[CH3:13])[cH:14][c:15]([N:17]2[C:18](=[O:22])[CH2:19][CH2:20][CH2:21]2)[cH:16]1)[OH:23]. Starting materials: FC(S(=O)(=O)OS(=O)(=O)C(F)(F)F)(F)F (trifluoromethanesulfonic anhydride), C(Cl)Cl (CH2Cl2), C(Cl)Cl (CH2Cl2), NC=1N=C(C(=NC1Br)C=1C=CC(N(N1)C(C)C)=O)C1=CC=CC=C1 (6-(5-amino-6-bromo-3-phenyl-2-pyrazinyl)-2-isopropyl-3(2H)-pyridazinone). Run in CS(=O)C (DMSO), CS(=O)C (DMSO), CC(=O)C (acetone). Conditions: temperature -55 celsius, time 1 hour. Yields the product BrC1=C(N=C(C(=N1)C=1C=CC(N(N1)C(C)C)=O)C1=CC=CC=C1)N=S(C)C (6-{6-bromo-5-[(dimethyl-lambda˜4˜-sulfanylidene)amino]-3-phenyl-2-pyrazinyl}-2-isopropyl-3(2H)-pyridazinone). RXN SMILES: FC(F)(F)S(O[S:7]([C:10](F)(F)F)(=O)=O)(=O)=O.[NH2:16][C:17]1[N:18]=[C:19]([C:34]2[CH:39]=[CH:38][CH:37]=[CH:36][CH:35]=2)[C:20]([C:24]2[CH:25]=[CH:26][C:27](=[O:33])[N:28]([CH:30]([CH3:32])[CH3:31])[N:29]=2)=[N:21][C:22]=1[Br:23].[CH2:40](Cl)Cl>CS(C)=O.CC(C)=O>[Br:23][C:22]1[N:21]=[C:20]([C:24]2[CH:25]=[CH:26][C:27](=[O:33])[N:28]([CH:30]([CH3:32])[CH3:31])[N:29]=2)[C:19]([C:34]2[CH:35]=[CH:36][CH:37]=[CH:38][CH:39]=2)=[N:18][C:17]=1[N:16]=[S:7]([CH3:10])[CH3:40]. Procedure: To a solution of DMSO (0.75 ml) in CH2Cl2 (5 ml) was added trifluoromethanesulfonic anhydride (1.5 ml) dropwise at <−75° C. under nitrogen. A suspension of 6-(5-amino-6-bromo-3-phenyl-2-pyrazinyl)-2-isopropyl-3(2H)-pyridazinone (3.00 g) in a mixture of DMSO (5 ml) and CH2Cl2 (6 ml) was added and stirred at −65° C. for 2 hours and at −55° C. for one hour. The reaction mixture was quenched with 1N aq. NaOH (20 ml) and stirred at 15° C. for 10 minutes. An organic layer was collected, dried over MgS... Starting materials: C(C)OC(C(CCC(=O)OCC)NC1CCN(CC1)C=1SC=C(N1)C1=CC=2C(CCC(C2C=C1)(C)C)(C)C)=O (2-{1-[4-(5,5,8,8-tetramethyl-5,6,7,8-tetrahydronaphthalen-2-yl)thiazol-2-yl]piperidin-4-ylamino}pentanedioic acid diethyl ester), [H-].[Al+3].[Li+].[H-].[H-].[H-] (lithium aluminium hydride), O (water). The solvent is C1CCOC1 (THF), C1CCOC1 (THF). Run at time 8 hour. Product: CC1(C=2C=CC(=CC2C(CC1)(C)C)C=1N=C(SC1)N1CCC(CC1)NC(CO)CCCO)C (2-{1-[4-(5,5,8,8-tetramethyl-5,6,7,8-tetrahydronaphthalen-2-yl)thiazol-2-yl]piperidin-4-ylamino}pentane-1,5-diol). Reaction SMILES: [H-].[Al+3].[Li+].[H-].[H-].[H-].C([O:9][C:10](=O)[CH:11]([NH:19][CH:20]1[CH2:25][CH2:24][N:23]([C:26]2[S:27][CH:28]=[C:29]([C:31]3[CH:40]=[CH:39][C:38]4[C:37]([CH3:42])([CH3:41])[CH2:36][CH2:35][C:34]([CH3:44])([CH3:43])[C:33]=4[CH:32]=3)[N:30]=2)[CH2:22][CH2:21]1)[CH2:12][CH2:13][C:14](OCC)=[O:15])C.O>C1COCC1>[CH3:41][C:37]1([CH3:42])[CH2:36][CH2:35][C:34]([CH3:43])([CH3:44])[C:33]2[CH:32]=[C:31]([C:29]3[N:30]=[C:26]([N:23]4[CH2:24][CH2:25][CH:20]([NH:19][CH:11]([CH2:12][CH2:13][CH2:14][OH:15])[CH2:10][OH:9])[CH2:21][CH2:22]4)[S:27][CH:28]=3)[CH:40]=[CH:39][C:38]1=2 |f:0.1.2.3.4.5|. Procedure details: 4.3 mg (0.11 mmol) of lithium aluminium hydride were initially introduced in 2 ml of THF, and 21 mg (0.04 mmol) of 2-{1-[4-(5,5,8,8-tetramethyl-5,6,7,8-tetrahydronaphthalen-2-yl)thiazol-2-yl]piperidin-4-ylamino}pentanedioic acid diethyl ester from step a, pre-dissolved in 2 ml of THF, were slowly added. The reaction mixture was stirred at room temperature overnight, 20 ml of water were added, and the mixture was extracted twice with EA. The organic phase was dried over sodium sulfate, filtered, ... The reactants are CO, [Mg+2], N#C[Na], O=S(=O)([O-])[O-], C=CC1OC(C)(C)OC1C1CO1. Product: C=CC1OC(C)(C)OC1C(O)CC#N. RXN SMILES: [CH3:22][OH:23].[Mg+2:1].[Na:7][C:8]#[N:9].[O-:2][S:3](=[O:4])(=[O:5])[O-:6].[O:10]1[CH2:11][CH:12]1[CH:13]1[CH:14]([CH:15]=[CH2:16])[O:17][C:18]([CH3:20])([CH3:21])[O:19]1>>[C:8](#[N:9])[CH2:11][CH:12]([OH:10])[CH:13]1[CH:14]([CH:15]=[CH2:16])[O:17][C:18]([CH3:20])([CH3:21])[O:19]1. Starting materials: C(#N)C=1C(C(=C(NC1C)C)C(=O)OC)C1=C(C=CC=C1)N (5-Cyano-2,6dimethyl-3-methoxycarbonyl-4-(2-aminophenyl)-1,4-dihydropyridine), [N+](=O)([O-])C1=C(C=CC=C1)N1C=CCC=C1 (2-nitrophenyl-1,4-dihydropyridine), CO (methanol). Reagents/catalysts: [Pd] (Pd-C). Yields the product CC=1NC(=C(C(C1C(=O)OC)C1=C(C=CC=C1)NC(C1=CC=C(C=C1)[N+](=O)[O-])=O)C#N)C (2,6-Dimethyl-3-methoxycarbonyl-5-cyano-4-[2-(4-nitrobenzamido)-phenyl]-1,4-dihydropyridine). RXN SMILES: [C:1]([C:3]1[CH:4]([C:15]2[CH:20]=[CH:19][CH:18]=[CH:17][C:16]=2[NH2:21])[C:5]([C:11]([O:13][CH3:14])=[O:12])=[C:6]([CH3:10])[NH:7][C:8]=1[CH3:9])#[N:2].[N+:22]([C:25]1[CH:30]=[CH:29][CH:28]=[CH:27][C:26]=1N1C=CCC=C1)([O-:24])=[O:23].[CH3:37][OH:38]>[Pd]>[CH3:10][C:6]1[NH:7][C:8]([CH3:9])=[C:3]([C:1]#[N:2])[CH:4]([C:15]2[CH:20]=[CH:19][CH:18]=[CH:17][C:16]=2[NH:21][C:37](=[O:38])[C:28]2[CH:27]=[CH:26][C:25]([N+:22]([O-:24])=[O:23])=[CH:30][CH:29]=2)[C:5]=1[C:11]([O:13][CH3:14])=[O:12]. Reported procedure: 5-Cyano-2,6dimethyl-3-methoxycarbonyl-4-(2-aminophenyl)-1,4-dihydropyridine used as starting material is prepared by the following method: The solution of 0.8 g (2.5 mmoles) of 5cyano-2,6-dimethyl-3-methoxycarbonyl-4-(2-nitrophenyl)-1,4- (2-nitrophenyl-1,4-dihydropyridine (published German patent application No. 2,658,804) in 80 ml of methanol is submitted to hydrogenolysis in the presence of Pd-C at atmospheric pressure. After completed reduction the catalyst is filtered and washed with hot met...